From a dataset of the Open Reaction Database (ORD), a public repository of structured organic reaction records. describe an organic reaction: reactants, conditions, products, and yield Starting materials: IC1=NN(C2=NC=NC(=C21)N)C2CN(CCC2)CCOC (3-iodo-1-[1-(2-methoxyethyl)-3-piperidyl]-1H-pyrazolo[3,4-d]pyrimidin-4-amine), CC=1C=C(C2=C(N=C(O2)NC2=CC=C(C=C2)B2OC(C(O2)(C)C)(C)C)C1)C (N-(5,7-dimethyl-1,3-benzoxazol-2-yl)-N-[4-(4,4,5,5-tetramethyl-1,3,2-dioxaborolan-2-yl)phenyl]amine), C([O-])([O-])=O.[Na+].[Na+] (sodium carbonate). The reagents and catalysts are C=1C=CC(=CC1)[P](C=2C=CC=CC2)(C=3C=CC=CC3)[Pd]([P](C=4C=CC=CC4)(C=5C=CC=CC5)C=6C=CC=CC6)([P](C=7C=CC=CC7)(C=8C=CC=CC8)C=9C=CC=CC9)[P](C=1C=CC=CC1)(C=1C=CC=CC1)C=1C=CC=CC1 (tetrakis(triphenylphosphine)palladium). Solvent: COCCOC (ethylene glycol dimethyl ether), O (water). Reaction conditions: temperature 80 celsius. Product: NC1=C2C(=NC=N1)N(N=C2C2=CC=C(C=C2)NC=2OC1=C(N2)C=C(C=C1C)C)C1CN(CCC1)CCOC (N2-(4-{4-amino-1-[1-(2-methoxyethyl)-3-piperidyl]-1H-pyrazolo[3,4-d]pyrimidin-3-yl}phenyl)-5,7-dimethyl-1,3-benzoxazol-2-amine). Isolated yield 82.5%. As a reaction SMILES: I[C:2]1[C:10]2[C:5](=[N:6][CH:7]=[N:8][C:9]=2[NH2:11])[N:4]([CH:12]2[CH2:17][CH2:16][CH2:15][N:14]([CH2:18][CH2:19][O:20][CH3:21])[CH2:13]2)[N:3]=1.[CH3:22][C:23]1[CH:24]=[C:25]([CH3:48])[C:26]2[O:30][C:29]([NH:31][C:32]3[CH:37]=[CH:36][C:35](B4OC(C)(C)C(C)(C)O4)=[CH:34][CH:33]=3)=[N:28][C:27]=2[CH:47]=1.C(=O)([O-])[O-].[Na+].[Na+]>COCCOC.O.C1C=CC([P]([Pd]([P](C2C=CC=CC=2)(C2C=CC=CC=2)C2C=CC=CC=2)([P](C2C=CC=CC=2)(C2C=CC=CC=2)C2C=CC=CC=2)[P](C2C=CC=CC=2)(C2C=CC=CC=2)C2C=CC=CC=2)(C2C=CC=CC=2)C2C=CC=CC=2)=CC=1>[NH2:11][C:9]1[N:8]=[CH:7][N:6]=[C:5]2[N:4]([CH:12]3[CH2:17][CH2:16][CH2:15][N:14]([CH2:18][CH2:19][O:20][CH3:21])[CH2:13]3)[N:3]=[C:2]([C:35]3[CH:34]=[CH:33][C:32]([NH:31][C:29]4[O:30][C:26]5[C:25]([CH3:48])=[CH:24][C:23]([CH3:22])=[CH:47][C:27]=5[N:28]=4)=[CH:37][CH:36]=3)[C:10]=12 |f:2.3.4,^1:65,67,86,105|. Reported procedure: The mixture of 3-iodo-1-[1-(2-methoxyethyl)-3-piperidyl]-1H-pyrazolo[3,4-d]pyrimidin-4-amine (0.16 g, 0.0004 mol), N-(5,7-dimethyl-1,3-benzoxazol-2-yl)-N-[4-(4,4,5,5-tetramethyl-1,3,2-dioxaborolan-2-yl)phenyl]amine (0.17 g, 0.00048 mol), tetrakis(triphenylphosphine)palladium (0.023 g, 0.00002 mol) and sodium carbonate (0.11 g, 0.001 mol) in ethylene glycol dimethyl ether (25 mL) and water (5 mL) was heated at 80° C. for 16 hours under an atmosphere of nitrogen. The mixture was allowed to cool to... The reactants are FC=1C=C(C(=O)N(C)C=2C=NC=CC2C2=C(C=C(C=C2)F)OC)C=C(C1)C(F)(F)F (3-Fluoro-N-[4-(4-fluoro-2-methoxy-phenyl)-pyridin-3-yl]-N-methyl-5-trifluoromethyl-benzamide), N1(CCC1)S(=O)(=O)C=1C=C(C(=O)O)C=C(C1)C(F)(F)F (3-(azetidine-1-sulfonyl)-5-trifluoromethyl-benzoic acid). Yields the product N1(CCC1)S(=O)(=O)C=1C=C(C(=O)N(C)C=2C=NC=CC2C2=C(C=C(C=C2)F)OC)C=C(C1)C(F)(F)F (3-(Azetidine-1-sulfonyl)-N-[4-(4-fluoro-2-methoxy-phenyl)-pyridin-3-yl]-N-methyl-5-trifluoromethyl-benzamide). Reaction SMILES: F[C:2]1[CH:3]=[C:4]([CH:24]=[C:25]([C:27]([F:30])([F:29])[F:28])[CH:26]=1)[C:5]([N:7]([C:9]1[CH:10]=[N:11][CH:12]=[CH:13][C:14]=1[C:15]1[CH:20]=[CH:19][C:18]([F:21])=[CH:17][C:16]=1[O:22][CH3:23])[CH3:8])=[O:6].[N:31]1([S:35](C2C=C(C=C(C(F)(F)F)C=2)C(O)=O)(=[O:37])=[O:36])[CH2:34][CH2:33][CH2:32]1>>[N:31]1([S:35]([C:2]2[CH:3]=[C:4]([CH:24]=[C:25]([C:27]([F:30])([F:29])[F:28])[CH:26]=2)[C:5]([N:7]([C:9]2[CH:10]=[N:11][CH:12]=[CH:13][C:14]=2[C:15]2[CH:20]=[CH:19][C:18]([F:21])=[CH:17][C:16]=2[O:22][CH3:23])[CH3:8])=[O:6])(=[O:37])=[O:36])[CH2:34][CH2:33][CH2:32]1. Procedure details: The title compound was prepared in analogy to example 90, from 4-(4-fluoro-2-methoxyphenyl)-N-methylpyridin-3-amine (example 129, intermediate) and 3-(azetidine-1-sulfonyl)-5-trifluoromethyl-benzoic acid after a reaction time of 16.5 hours. The compound was purified by silica gel chromatography on a 20 g column using an MPLC (ISCO) system eluting with EtOAc (isocratic). Colorless foam (43%). MS (ESI): m/z=524.13 [M+H]+.